This data is from the Open Reaction Database (ORD), a public repository of structured organic reaction records. The task is: describe an organic reaction: reactants, conditions, products, and yield Starting materials: N(=[N+]=[N-])CC=1C(=NC=CC1)CC (3-(azidomethyl)-2-ethylpyridine). The reagents and catalysts are [Pd] (Pd/C). The product is C(C)C1=NC=CC=C1CN ((2-ethylpyridin-3-yl)methylamine). RXN SMILES: [N:1]([CH2:4][C:5]1[C:6]([CH2:11][CH3:12])=[N:7][CH:8]=[CH:9][CH:10]=1)=[N+]=[N-]>[Pd]>[CH2:11]([C:6]1[C:5]([CH2:4][NH2:1])=[CH:10][CH:9]=[CH:8][N:7]=1)[CH3:12]. Procedure: The product of Example 124B and Pd/C were processed according to the method of Example 115B to provide the product. MS (ESI+) m/z 137 (M+H)+. Starting materials: ClC1=C(C(=CC=C1)Cl)CC(C=P(C1=CC=CC=C1)(C1=CC=CC=C1)C1=CC=CC=C1)=O ([3-(2,6-dichlorophenyl)-2-oxopropylidene]triphenylphosphorane), C(C)(=O)O[C@H]1C[C@@H](O[C@@H]1CO)N1C(=O)NC(=O)C(=C1)CC (3'-O-acetyl-2'-deoxy-5-ethyluridine), C1(CCCCC1)N=C=NC1CCCCC1 (dicyclohexylcarbodiimide), ClC(C(=O)O)Cl (dichloroacetic acid). Run in N1=CC=CC=C1 (pyridine), CS(=O)C (dimethyl sulphoxide). Reaction conditions: time 23 hour. Product: C(C)(=O)O[C@H]1C[C@@H](O[C@@H]1/C=C/C(CC1=C(C=CC=C1Cl)Cl)=O)N1C(=O)NC(=O)C(=C1)CC ((E)-3'-O-acetyl-5'-[3-(2,6-dichlorophenyl)-2-oxopropylidene]-2',5'-dideoxy-5-ethyluridine). Isolated yield 86.3%. As a reaction SMILES: [C:1]([O:4][C@@H:5]1[C@@H:9]([CH2:10]O)[O:8][C@@H:7]([N:12]2[CH:19]=[C:18]([CH2:20][CH3:21])[C:16](=[O:17])[NH:15][C:13]2=[O:14])[CH2:6]1)(=[O:3])[CH3:2].C1(N=C=NC2CCCCC2)CCCCC1.ClC(Cl)C(O)=O.[Cl:43][C:44]1[CH:49]=[CH:48][CH:47]=[C:46]([Cl:50])[C:45]=1[CH2:51][C:52](=[O:73])[CH:53]=P(C1C=CC=CC=1)(C1C=CC=CC=1)C1C=CC=CC=1>CS(C)=O.N1C=CC=CC=1>[C:1]([O:4][C@@H:5]1[C@@H:9](/[CH:10]=[CH:53]/[C:52](=[O:73])[CH2:51][C:45]2[C:46]([Cl:50])=[CH:47][CH:48]=[CH:49][C:44]=2[Cl:43])[O:8][C@@H:7]([N:12]2[CH:19]=[C:18]([CH2:20][CH3:21])[C:16](=[O:17])[NH:15][C:13]2=[O:14])[CH2:6]1)(=[O:3])[CH3:2]. Procedure details: A solution of 2.759 g of 3'-O-acetyl-2'-deoxy-5-ethyluridine, 5.75 g of dicyclohexylcarbodiimide and 0.375 ml of dichloroacetic acid in 24 ml of dimethyl sulphoxide was stirred at room temperature for 27 hours. 0.375 ml of pyridine and 4.286 g of [3-(2,6-dichlorophenyl)-2-oxopropylidene]triphenylphosphorane were added and the mixture was stirred for a further 23 hours. The mixture was filtered and the filtrate was evaporated. The residue was dissolved in 100 ml of ethyl acetate and the solution ... Reactants: CCN(C(C)C)C(C)C, C1CCOC1, O=C(O)c1ccc(OCc2conc2-c2ccc(Cl)cc2)nc1, NCCCO, O, On1nnc2ccccc21. Yields the product O=C(NCCCO)c1ccc(OCc2conc2-c2ccc(Cl)cc2)nc1. As a reaction SMILES: [CH2:40]([N:41]([CH:42]([CH3:43])[CH3:44])[CH:45]([CH3:46])[CH3:47])[CH3:48].[CH2:49]1[O:50][CH2:51][CH2:52][CH2:53]1.[Cl:1][c:2]1[cH:3][cH:4][c:5](-[c:8]2[n:9][o:10][cH:11][c:12]2[CH2:13][O:14][c:15]2[n:16][cH:17][c:18]([C:19](=[O:20])[OH:21])[cH:22][cH:23]2)[cH:6][cH:7]1.[NH2:24][CH2:25][CH2:26][CH2:27][OH:28].[OH2:29].[OH:30][n:31]1[c:32]2[cH:33][cH:34][cH:35][cH:36][c:37]2[n:38][n:39]1>>[Cl:1][c:2]1[cH:3][cH:4][c:5](-[c:8]2[n:9][o:10][cH:11][c:12]2[CH2:13][O:14][c:15]2[n:16][cH:17][c:18]([C:19](=[O:21])[NH:24][CH2:25][CH2:26][CH2:27][OH:28])[cH:22][cH:23]2)[cH:6][cH:7]1. Reactants: O=C([O-])O, CN(C)C=O, O=C(Cl)C(=O)Cl, CC(C)(C#N)c1cccc(C(=O)Nc2cccc(Oc3ccc4nc(N)nn4c3)c2)c1, [Na+], C1CCOC1, c1ccncc1, O=C(O)c1cocn1. The product is CC(C)(C#N)c1cccc(C(=O)Nc2cccc(Oc3ccc4nc(NC(=O)c5cocn5)nn4c3)c2)c1. RXN SMILES: [C:46](=[O:47])([O-:48])[OH:49].[CH3:62][N:63]([CH3:64])[CH:65]=[O:66].[Cl:9][C:10]([C:11]([Cl:12])=[O:13])=[O:14].[NH2:15][c:16]1[n:17][n:18]2[c:19]([cH:20][cH:21][c:22]([O:24][c:25]3[cH:26][c:27]([NH:31][C:32]([c:33]4[cH:34][c:35]([C:39]([CH3:40])([CH3:41])[C:42]#[N:43])[cH:36][cH:37][cH:38]4)=[O:44])[cH:28][cH:29][cH:30]3)[cH:23]2)[n:45]1.[Na+:50].[O:51]1[CH2:52][CH2:53][CH2:54][CH2:55]1.[cH:56]1[cH:57][cH:58][n:59][cH:60][cH:61]1.[o:1]1[cH:2][n:3][c:4]([C:6](=[O:7])[OH:8])[cH:5]1>>[o:1]1[cH:2][n:3][c:4]([C:6](=[O:8])[NH:15][c:16]2[n:17][n:18]3[c:19]([cH:20][cH:21][c:22]([O:24][c:25]4[cH:26][c:27]([NH:31][C:32]([c:33]5[cH:34][c:35]([C:39]([CH3:40])([CH3:41])[C:42]#[N:43])[cH:36][cH:37][cH:38]5)=[O:44])[cH:28][cH:29][cH:30]4)[cH:23]3)[n:45]2)[cH:5]1. Reactants: C(C)(=O)N(C=1C=C(C=C(C1)N)N(C(C)=O)C)C (N-[3-(acetyl-methyl-amino)-5-amino-phenyl]-N-methyl-acetamide), N(C(=O)C)C1=CC=CC=C1.S(=O)(=O)(O)Cl (4-acetamino-benzene sulfochloride). Run in N1=CC=CC=C1 (pyridine), O (water). Conditions: time 16 hour. The product is C(C)(=O)NC1=CC=C(C=C1)S(=O)(=O)NC=1C=C(C=C(C1)N(C)C(C)=O)N(C(C)=O)C (N-[3-(4-acetylamino-phenylsulfonylamino)-5-(acetyl-methyl-amino)-phenyl]-N-methyl-acetamide). Isolated yield 55.1%. As a reaction SMILES: [C:1]([N:4]([CH3:17])[C:5]1[CH:6]=[C:7]([N:12]([CH3:16])[C:13](=[O:15])[CH3:14])[CH:8]=[C:9]([NH2:11])[CH:10]=1)(=[O:3])[CH3:2].[NH:18]([C:22]1[CH:27]=[CH:26][CH:25]=[CH:24][CH:23]=1)[C:19]([CH3:21])=[O:20].[S:28](Cl)(O)(=[O:30])=[O:29]>N1C=CC=CC=1.O>[C:19]([NH:18][C:22]1[CH:27]=[CH:26][C:25]([S:28]([NH:11][C:9]2[CH:8]=[C:7]([N:12]([CH3:16])[C:13](=[O:15])[CH3:14])[CH:6]=[C:5]([N:4]([C:1](=[O:3])[CH3:2])[CH3:17])[CH:10]=2)(=[O:30])=[O:29])=[CH:24][CH:23]=1)(=[O:20])[CH3:21] |f:1.2|. Reported procedure: 0.15 g (0.00063 mol) of N-[3-(acetyl-methyl-amino)-5-amino-phenyl]-N-methyl-acetamide was dissolved in 3 ml of pyridine, treated with 0.154 g (0.00064 mol) of 4-acetamino-benzene-sulfochloride and stirred at room temperature for 16 hours. Subsequently, the mixture was freed from solvent, the residue was taken up in 25 ml of water, extracted four times with 200 ml of ethyl acetate each time and the combined organic phases were washed with saturated sodium chloride solution and dried over sodium s... Reactants: NC=1SC=C(N1)/C(/C(=O)NC1[C@@H]2N(C(=C(CS2)COC(=O)N2CCC2)C(=O)[O-])C1=O)=N/O.[Na+] (Sodium 7-[(Z)-2-(2-aminothiazol-4-yl)-2-hydroxyiminoacetamido]-3-(1-azetidinyl)carbonyloxymethyl-3-cephem-4-carboxylate), C(C(C)(C)C)(=O)OCI (iodomethyl pivalate). Product: NC=1SC=C(N1)/C(/C(=O)NC1[C@@H]2N(C(=C(CS2)COC(=O)N2CCC2)C(=O)OCOC(C(C)(C)C)=O)C1=O)=N/O (Pivaloyloxymethyl 7-[(Z)-2-(2-aminothiazol-4-yl)-2-hydroxyiminoacetamido]-3-(1-azetidinyl)carbonyloxymethyl-3-cephem-4-carboxylate). The yield is 54.0%. As a reaction SMILES: [NH2:1][C:2]1[S:3][CH:4]=[C:5](/[C:7](=[N:31]/[OH:32])/[C:8]([NH:10][CH:11]2[C:29](=[O:30])[N:13]3[C:14]([C:26]([O-:28])=[O:27])=[C:15]([CH2:18][O:19][C:20]([N:22]4[CH2:25][CH2:24][CH2:23]4)=[O:21])[CH2:16][S:17][C@H:12]23)=[O:9])[N:6]=1.[Na+].[C:34]([O:40][CH2:41]I)(=[O:39])[C:35]([CH3:38])([CH3:37])[CH3:36]>>[NH2:1][C:2]1[S:3][CH:4]=[C:5](/[C:7](=[N:31]/[OH:32])/[C:8]([NH:10][CH:11]2[C:29](=[O:30])[N:13]3[C:14]([C:26]([O:28][CH2:41][O:40][C:34](=[O:39])[C:35]([CH3:38])([CH3:37])[CH3:36])=[O:27])=[C:15]([CH2:18][O:19][C:20]([N:22]4[CH2:25][CH2:24][CH2:23]4)=[O:21])[CH2:16][S:17][C@H:12]23)=[O:9])[N:6]=1 |f:0.1|. Procedure: The compound obtained in Example 8 and iodomethyl pivalate were reacted, whereby the title compound was obtained (yield: 54%). Starting materials: N1C=CC=2C1=NC(=CC2)C=O (1H-pyrrolo[2,3-b]pyridine-6-carbaldehyde), C(CO)O (ethylene glycol), CCCP(=O)=O (propylphosphonic anhydride). Run in CCOC(=O)C (EtOAc), C(=O)(O)[O-].[Na+] (NaHCO3). Run at temperature 80 celsius, time 18 hour. Yields the product O1C(OCC1)C1=CC=C2C(=N1)NC=C2 (6-(1,3-dioxolan-2-yl)-1H-pyrrolo[2,3-b]pyridine). RXN SMILES: [NH:1]1[C:5]2=[N:6][C:7]([CH:10]=[O:11])=[CH:8][CH:9]=[C:4]2[CH:3]=[CH:2]1.[CH2:12](O)[CH2:13][OH:14].CCCP(=O)=O>CCOC(C)=O.C([O-])(O)=O.[Na+]>[O:11]1[CH2:12][CH2:13][O:14][CH:10]1[C:7]1[N:6]=[C:5]2[NH:1][CH:2]=[CH:3][C:4]2=[CH:9][CH:8]=1 |f:4.5|. Reported procedure: A mixture of 1H-pyrrolo[2,3-b]pyridine-6-carbaldehyde (840 mg, 5.60 mmol), ethylene glycol (3.13 ml, 56.0 mmol) and propylphosphonic anhydride (50% in EtOAc, 3.34 ml, 5.60 mmol) in EtOAc (15 ml) was stirred at 80° C. After 18 h, the reaction mixture was cooled to room temperature, diluted with sat. aq. NaHCO3 and extracted with EtOAc (3×). The combined organic layers were washed with brine, dried over Na2SO4 and evaporated. The crude material was applied to a 120 g RediSep® silica column and pur... The reactants are O=C1CC2CCCC(C1)N2Cc1ccccc1, ClC(Cl)Cl, [K+], [K+], [K+], [N-]=[N+]=[N-], [Na+], O=C([O-])[O-], [OH-], O=S(=O)(O)O. Product: O=C1CC2CCCC(CN1)N2Cc1ccccc1. RXN SMILES: [CH2:1]([c:2]1[cH:3][cH:4][cH:5][cH:6][cH:7]1)[N:8]1[CH:9]2[CH2:10][C:11](=[O:17])[CH2:12][CH:13]1[CH2:14][CH2:15][CH2:16]2.[CH:35]([Cl:36])([Cl:37])[Cl:38].[K+:27].[K+:28].[K+:34].[N-:23]=[N+:24]=[N-:25].[Na+:26].[O-:29][C:30]([O-:31])=[O:32].[OH-:33].[S:18](=[O:19])(=[O:20])([OH:21])[OH:22]>>[CH2:1]([c:2]1[cH:3][cH:4][cH:5][cH:6][cH:7]1)[N:8]1[CH:9]2[CH2:10][NH:23][C:11](=[O:17])[CH2:12][CH:13]1[CH2:14][CH2:15][CH2:16]2. The reactants are CC(Cl)c1cccnc1, COc1c2ccc(C(=O)O)cc2nn1C(C)(C)C. Reagents/catalysts: O=C([O-])[O-].[Cs+].[Cs+] (cesium carbonate), [I-].[K+] (potassium iodide). Solvent: CN(C)C=O (DMF), CN(C)C=O (dmf), CN(C)C=O (DMF). Reaction conditions: temperature 70 celsius, time 16 hour. Product: COc1c2ccc(C(=O)OC(C)c3cccnc3)cc2nn1C(C)(C)C. The reactants are FC1=C(C=CC(=C1)F)C=1C=C(C(N(N1)CC(C)C)=O)CN1C(C=2C(C1=O)=CC=CC2)=O (6-(2,4-difluorophenyl)-2-isobutyl-4-phthalimidomethyl-2H-pyridazin-3-one), C(=O)(O)C=1C(N(N=C(C1)C1=CC(=C(C=C1)F)C)CC=CC1=CC=CC=C1)=O (4-carboxy-2-cinnamyl-6-(4-fluoro-3-methylphenyl)-2H-pyridazin-3-one). The product is C(C=CC1=CC=CC=C1)N1N=C(C=C(C1=O)CO)C1=CC(=C(C=C1)F)C (2-cinnamyl-6-(4-fluoro-3-methylphenyl)-4-hydroxymethyl-2H-pyridazin-3-one), needles. The yield is 20.1%. RXN SMILES: FC1C=C(F)C=CC=1C1C=C(CN2C(=O)C3=CC=CC=C3C2=O)C(=O)N(CC(C)C)N=1.[C:32]([C:35]1[C:36](=[O:58])[N:37]([CH2:49][CH:50]=[CH:51][C:52]2[CH:57]=[CH:56][CH:55]=[CH:54][CH:53]=2)[N:38]=[C:39]([C:41]2[CH:46]=[CH:45][C:44]([F:47])=[C:43]([CH3:48])[CH:42]=2)[CH:40]=1)(O)=[O:33]>>[CH2:49]([N:37]1[C:36](=[O:58])[C:35]([CH2:32][OH:33])=[CH:40][C:39]([C:41]2[CH:46]=[CH:45][C:44]([F:47])=[C:43]([CH3:48])[CH:42]=2)=[N:38]1)[CH:50]=[CH:51][C:52]1[CH:57]=[CH:56][CH:55]=[CH:54][CH:53]=1. Reported procedure: Following the procedure of Example 1 (8), 4-carboxy-2-cinnamyl-6-(4-fluoro-3-methylphenyl)-2H-pyridazin-3-one was reacted to yield the title compound as slightly yellow needles (yield: 20.1%).